Dataset: the Open Reaction Database (ORD), a public repository of structured organic reaction records. Task: describe an organic reaction: reactants, conditions, products, and yield The reactants are ClC=1C=NC=C(C1CC(=O)O)Cl ((3,5-dichloro-pyridin-4-yl)-acetic acid), C(=O)(N1C=NC=C1)N1C=NC=C1 (carbonyldiimidazole), C1(CCCC1)C(CN)C1=CC(=CC=C1)OC (2-cyclopentyl-2-(3-methoxy-phenyl)-ethylamine). The solvent is C1CCOC1 (THF). The product is C1(CCCC1)C(NC(CC1=C(C=NC=C1Cl)Cl)=O)C1=CC(=CC=C1)OC (N-[cyclopentyl-(3-methoxy-phenyl)-methyl]-2-(3,5-dichloro-pyridin-4-yl)-acetamide). Yield: 96.6%. Reaction SMILES: [Cl:1][C:2]1[CH:3]=[N:4][CH:5]=[C:6]([Cl:12])[C:7]=1[CH2:8][C:9]([OH:11])=O.C(N1C=CN=C1)([N:15]1C=CN=C1)=O.[CH:25]1([CH:30]([C:33]2[CH:38]=[CH:37][CH:36]=[C:35]([O:39][CH3:40])[CH:34]=2)CN)[CH2:29][CH2:28][CH2:27][CH2:26]1>C1COCC1>[CH:25]1([CH:30]([C:33]2[CH:38]=[CH:37][CH:36]=[C:35]([O:39][CH3:40])[CH:34]=2)[NH:15][C:9](=[O:11])[CH2:8][C:7]2[C:6]([Cl:12])=[CH:5][N:4]=[CH:3][C:2]=2[Cl:1])[CH2:29][CH2:28][CH2:27][CH2:26]1. Procedure details: By working in a way similar to that described in example 30 but using (3,5-dichloro-pyridin-4-yl)-acetic acid (2.06 g, 10 mmoles), carbonyldiimidazole (1.78 g, 11 mmoles), THF (30 ml) and 2-cyclopentyl-2-(3-methoxy-phenyl)-ethylamine (2.19 g, 10 mmoles), obtained as described in example 33, 3.8 g of the title compound were obtained (yield: 98.2%), m.p.: 105-106° C. Starting materials: C(C)(=O)N(CCCCCC)C1=C(C=CC=C1)OC1CCNCC1 (4-(N-acetyl-N-hexylaminophenyloxy)piperidine), C([O-])([O-])=O.[K+].[K+] (potassium carbonate), C(C1=CC=CC=C1)Cl (benzyl chloride), O (Water). The solvent is C(C)O (ethanol). The product is C(C)(=O)N(CCCCCC)C1=C(C=CC=C1)OC1CCN(CC1)CC1=CC=CC=C1 (4-(N-acetyl-N-hexylaminophenyloxy)-1-phenylmethylpiperidine). The yield is 68.8%. Reaction SMILES: [C:1]([N:4]([C:11]1[CH:16]=[CH:15][CH:14]=[CH:13][C:12]=1[O:17][CH:18]1[CH2:23][CH2:22][NH:21][CH2:20][CH2:19]1)[CH2:5][CH2:6][CH2:7][CH2:8][CH2:9][CH3:10])(=[O:3])[CH3:2].C(=O)([O-])[O-].[K+].[K+].[CH2:30](Cl)[C:31]1[CH:36]=[CH:35][CH:34]=[CH:33][CH:32]=1.O>C(O)C>[C:1]([N:4]([C:11]1[CH:16]=[CH:15][CH:14]=[CH:13][C:12]=1[O:17][CH:18]1[CH2:23][CH2:22][N:21]([CH2:30][C:31]2[CH:36]=[CH:35][CH:34]=[CH:33][CH:32]=2)[CH2:20][CH2:19]1)[CH2:5][CH2:6][CH2:7][CH2:8][CH2:9][CH3:10])(=[O:3])[CH3:2] |f:1.2.3|. Reported procedure: To a solution of 4-(N-acetyl-N-hexylaminophenyloxy)piperidine (1.4 g) in ethanol (10 ml) were added potassium carbonate (1.2 g) and benzyl chloride (0.54 g) and the mixture was heated under reflux overnight. Water was added to the reaction mixture, which was extracted with ethyl acetate (50 ml×3). The combined extract was dried over anhydrous sodium sulfate and the solvent was distilled off. The residue was purified by silica gel column chromatography (developing solvent: methylene chloride/meth... Starting materials: CCCCC(=O)c1c(-c2ccc3c(Br)c(OCC(=O)OCC)ccc3c2)oc2ccc(Cl)cc12, C1CCOC1, CCOC(C)=O, [K+], [OH-], O. Yields the product CCCCC(=O)c1c(-c2ccc3c(Br)c(OCC(=O)O)ccc3c2)oc2ccc(Cl)cc12. RXN SMILES: [CH2:1]([CH3:2])[O:3][C:4]([CH2:5][O:6][c:7]1[c:8]([Br:33])[c:9]2[cH:10][cH:11][c:12](-[c:17]3[o:18][c:19]4[c:20]([c:21]3[C:22]([CH2:23][CH2:24][CH2:25][CH3:26])=[O:27])[cH:28][c:29]([Cl:32])[cH:30][cH:31]4)[cH:13][c:14]2[cH:15][cH:16]1)=[O:34].[CH2:43]1[O:44][CH2:45][CH2:46][CH2:47]1.[CH3:37][CH2:38][O:39][C:40](=[O:41])[CH3:42].[K+:36].[OH-:35].[OH2:48]>>[O:3]=[C:4]([CH2:5][O:6][c:7]1[c:8]([Br:33])[c:9]2[cH:10][cH:11][c:12](-[c:17]3[o:18][c:19]4[c:20]([c:21]3[C:22]([CH2:23][CH2:24][CH2:25][CH3:26])=[O:27])[cH:28][c:29]([Cl:32])[cH:30][cH:31]4)[cH:13][c:14]2[cH:15][cH:16]1)[OH:34]. The reactants are [H-].[Al+3].[Li+].[H-].[H-].[H-] (Lithium aluminium hydride), C(C1=CC=CC=C1)NC(CCCCC#C)=O (6-heptynoic acid N-benzylamide), O (water), [OH-].[Na+] (sodium hydroxide), O (water). Run in C1CCOC1 (THF). Conditions: time 10 minute. Product: C(C1=CC=CC=C1)NCCCCCC#C (7-(N-benzylamino)hept-1-yne). The yield is 99.8%. As a reaction SMILES: [H-].[Al+3].[Li+].[H-].[H-].[H-].[CH2:7]([NH:14][C:15](=O)[CH2:16][CH2:17][CH2:18][CH2:19][C:20]#[CH:21])[C:8]1[CH:13]=[CH:12][CH:11]=[CH:10][CH:9]=1.O.[OH-].[Na+]>C1COCC1>[CH2:7]([NH:14][CH2:15][CH2:16][CH2:17][CH2:18][CH2:19][C:20]#[CH:21])[C:8]1[CH:13]=[CH:12][CH:11]=[CH:10][CH:9]=1 |f:0.1.2.3.4.5,8.9|. Reported procedure: Lithium aluminium hydride (1 m in THF, 10 ml, 10 mmol) was added to a solution of the amide from Step 1 (1.0 g, 4.6 mmol) in THF (20 ml) and the mixture was heated at reflux for 16 hours. The reaction was cooled in ice and treated successively with water (0.4 ml), sodium hydroxide (0.4 ml) and water (1.2 ml) allowing 10 minutes between additions. The mixture was filtered through a bed of Celite® and washed through with THF. The filtrate was evaporated in vacuo to provide 7-(N-benzylamino)hept-1-... The reactants are NC(C#N)(CN1N=C2C(=N1)C=CC=C2Cl)C (2-amino-3-(4-chloro-2H-benzotriazol-2-yl)-2-methylpropionitrile), FC(C1=CC=C(C(=S)Cl)C=C1)(F)F (4-trifluoromethylthiobenzoyl chloride). The product is ClC1=CC=CC2=NN(N=C21)CC(C)(C#N)NC(C2=CC=C(C=C2)C(F)(F)F)=S (N-[2-(4-Chloro-2H-benzotriazol-2-yl)-1-cyano-1-methylethyl]-4-trifluoromethylthiobenzamide), solid. Isolated yield 70.0%. As a reaction SMILES: [NH2:1][C:2]([CH3:16])([CH2:5][N:6]1[N:10]=[C:9]2[CH:11]=[CH:12][CH:13]=[C:14]([Cl:15])[C:8]2=[N:7]1)[C:3]#[N:4].[F:17][C:18]([F:29])([F:28])[C:19]1[CH:27]=[CH:26][C:22]([C:23](Cl)=[S:24])=[CH:21][CH:20]=1>>[Cl:15][C:14]1[C:8]2[C:9](=[N:10][N:6]([CH2:5][C:2]([NH:1][C:23](=[S:24])[C:22]3[CH:21]=[CH:20][C:19]([C:18]([F:17])([F:28])[F:29])=[CH:27][CH:26]=3)([C:3]#[N:4])[CH3:16])[N:7]=2)[CH:11]=[CH:12][CH:13]=1. Procedure details: Using a procedure similar to that described in Example 1, except using 2-amino-3-(4-chloro-2H-benzotriazol-2-yl)-2-methylpropionitrile (100 mg, described in Example 35) and 4-trifluoromethylthiobenzoyl chloride (0.1 mL), the title compound was isolated as a white solid (130 mg, 70%). Rf=0.6 (1:1 EA/heptane). MS (ES): M/Z [M+H]=440. NMR: (400 MHz, DMSO-d6): 1.75 (s, 3H), 5.43 (d, J=13.3 Hz, 1H), 5.55 (d, J=13.4 Hz, 1H), 7.46 (t, J=8.0 Hz, 1H), 7.59 (d, J=6.7 Hz, 1H), 7.75-7.95 (m, 5H) and 8.97 (s... Starting materials: C(#CCCC)C1=C(C=CC=C1)S(=O)(=O)N (2-(pent-1-yn-1-yl)-benzenesulfonamide), 3-[N-dimethylaminopropyl]-N-ethylcarbodiimide hydrochloride, C1(CCCC1)OC(=O)NC=1C=C2C(=CN(C2=CC1)C)CC1=C(C=C(C(=O)O)C=C1)OC (4-[5-(cyclopentyloxycarbonylamino)-1-methyl-indol-3-yl-methyl]-3-methoxy-benzoic acid). The reagents and catalysts are CN(C1=CC=NC=C1)C (4-dimethylaminopyridine). Run in C(Cl)Cl (methylene chloride), C(Cl)Cl (methylene chloride). Conditions: time 20 hour. Product: C1(CCCC1)OC(=O)NC=1C=C2C(=CN(C2=CC1)C)CC1=C(C=C(C(=O)NS(=O)(=O)C2=C(C=CC=C2)C#CCCC)C=C1)OC (N-[4-[5-(Cyclopentyloxycarbonylamino)-1-methyl-indol-3-yl-methyl]-3-methoxybenzoyl]-2-(pent-1-yn-1-yl)-benzenesulfonamide). Isolated yield 74.0%. Reaction SMILES: [C:1]([C:6]1[CH:11]=[CH:10][CH:9]=[CH:8][C:7]=1[S:12]([NH2:15])(=[O:14])=[O:13])#[C:2][CH2:3][CH2:4][CH3:5].[CH:16]1([O:21][C:22]([NH:24][C:25]2[CH:26]=[C:27]3[C:31](=[CH:32][CH:33]=2)[N:30]([CH3:34])[CH:29]=[C:28]3[CH2:35][C:36]2[CH:44]=[CH:43][C:39]([C:40](O)=[O:41])=[CH:38][C:37]=2[O:45][CH3:46])=[O:23])[CH2:20][CH2:19][CH2:18][CH2:17]1>CN(C)C1C=CN=CC=1.C(Cl)Cl>[CH:16]1([O:21][C:22]([NH:24][C:25]2[CH:26]=[C:27]3[C:31](=[CH:32][CH:33]=2)[N:30]([CH3:34])[CH:29]=[C:28]3[CH2:35][C:36]2[CH:44]=[CH:43][C:39]([C:40]([NH:15][S:12]([C:7]3[CH:8]=[CH:9][CH:10]=[CH:11][C:6]=3[C:1]#[C:2][CH2:3][CH2:4][CH3:5])(=[O:13])=[O:14])=[O:41])=[CH:38][C:37]=2[O:45][CH3:46])=[O:23])[CH2:20][CH2:19][CH2:18][CH2:17]1. Reported procedure: 1.07 g of 2-(pent-1-yn-1-yl)-benzenesulfonamide and 0.94 g of 3-[N-dimethylaminopropyl]-N-ethylcarbodiimide hydrochloride as well as 0.6 g of 4-dimethylaminopyridine are added to a solution of 2.0 g of 4-[5-(cyclopentyloxycarbonylamino)-1-methyl-indol-3-yl-methyl]-3-methoxy-benzoic acid in 50 ml of methylene chloride. The reaction mixture is stirred for 20 hours under argon and then diluted with 50 ml of methylene chloride. The methylene chloride phase is washed in a separating funnel twice with... The reactants are C1(=CC=CC=C1)C(C(=O)O)(C)C1=CC=CC=C1 (2,2-diphenylpropanoic acid), NCCCN1CCC(CC1)C1=CC=CC(=N1)NC(C(C)C)=O (N-{6-[1-(3-aminopropyl)-4-piperidinyl]-2-pyridinyl}-2-methylpropanamide). Yields the product C(C(C)C)(=O)NC1=CC=CC(=N1)C1CCN(CC1)CCCNC(C(C)(C1=CC=CC=C1)C1=CC=CC=C1)=O (N-(3-{4-[6-(ISOBUTYRYLAMINO)-2-PYRIDINYL]-1-PIPERIDINYL}PROPYL)-2,2-DIPHENYLPROPANAMIDE). RXN SMILES: [C:1]1([C:7]([C:12]2[CH:17]=[CH:16][CH:15]=[CH:14][CH:13]=2)([CH3:11])[C:8]([OH:10])=O)[CH:6]=[CH:5][CH:4]=[CH:3][CH:2]=1.[NH2:18][CH2:19][CH2:20][CH2:21][N:22]1[CH2:27][CH2:26][CH:25]([C:28]2[N:33]=[C:32]([NH:34][C:35](=[O:39])[CH:36]([CH3:38])[CH3:37])[CH:31]=[CH:30][CH:29]=2)[CH2:24][CH2:23]1>>[C:35]([NH:34][C:32]1[N:33]=[C:28]([CH:25]2[CH2:26][CH2:27][N:22]([CH2:21][CH2:20][CH2:19][NH:18][C:8](=[O:10])[C:7]([C:1]3[CH:2]=[CH:3][CH:4]=[CH:5][CH:6]=3)([C:12]3[CH:17]=[CH:16][CH:15]=[CH:14][CH:13]=3)[CH3:11])[CH2:23][CH2:24]2)[CH:29]=[CH:30][CH:31]=1)(=[O:39])[CH:36]([CH3:38])[CH3:37]. Procedure: Example 83 was prepared from 2,2-diphenylpropanoic acid and N-{6-[1-(3-aminopropyl)-4-piperidinyl]-2-pyridinyl}-2-methylpropanamide according to the procedures described in Scheme 10: 1H NMR (400 MHz, CDCl3) δ 8.05 (d, 1H, J=8.0 Hz), 7.80 (s, 1H), 7.63 (t, 1H, J=7.6 Hz), 7.35–7.24 (m, 10H), 6.85 (d, 1H, J=8.0 Hz), 6.26 (t, 1H, J=4.8 Hz), 3.38 (dd, 2H, J=6.4,12.4 Hz), 2.92–2.89 (m, 2H), 2.55–2.48 (m, 2H), 2.32 (t, 2H, J=6.8 Hz), 2.00 (s, 3H), 1.96 (t, 2H, J=11.2 Hz), 1.79 (d, 2H, J=11.6 Hz), 1.72... Starting materials: C(=O)C1=CC=C(C(=O)O)C=C1 (4-formylbenzoic acid), C(C1=CC=CC=C1)Br (benzyl bromide), [H-].[Na+] (sodium hydride), O (water). Run in CN(C)C=O (DMF), CN(C)C=O (DMF), CN(C)C=O (DMF). Product: C(=O)C1=CC=C(C(=O)OCC2=CC=CC=C2)C=C1 (Benzyl 4-formylbenzoate). As a reaction SMILES: [H-].[Na+].[CH:3]([C:5]1[CH:13]=[CH:12][C:8]([C:9]([OH:11])=[O:10])=[CH:7][CH:6]=1)=[O:4].[CH2:14](Br)[C:15]1[CH:20]=[CH:19][CH:18]=[CH:17][CH:16]=1.O>CN(C=O)C>[CH:3]([C:5]1[CH:13]=[CH:12][C:8]([C:9]([O:11][CH2:14][C:15]2[CH:20]=[CH:19][CH:18]=[CH:17][CH:16]=2)=[O:10])=[CH:7][CH:6]=1)=[O:4] |f:0.1|. Procedure: 1.8 g (60 mmol) of sodium hydride (80% in oil) and 50 ml of DMF are introduced under a stream of nitrogen into a round-bottomed flask. 7.5 g (50 mmol) of 4-formylbenzoic acid, dissolved in 100 ml of DMF, are added dropwise and the mixture is stirred at room temperature until gaseous evolution has ceased. A solution of 7.1 ml (60 mmol) of benzyl bromide in 50 ml of DMF is then introduced dropwise and the mixture is stirred at room temperature for four hours. The reaction medium is poured into wat...